This data is from the Open Reaction Database (ORD), a public repository of structured organic reaction records. The task is: describe an organic reaction: reactants, conditions, products, and yield Reactants: FC1=CC=C(C=C1)N1C(=NC=CC1=O)C(C)NC (3-(4-Fluoro-phenyl)-2-(1-methylamino-ethyl)-3H-pyrimidin-4-one), FC(C=1C=C(C=CC1)N=C=O)(F)F (3-trifluoromethylphenyl isocyanate). The solvent is C(Cl)(Cl)Cl (chloroform). Product: FC1=CC=C(C=C1)N1C(=NC=CC1=O)C(C)N(C(=O)NC1=CC(=CC=C1)C(F)(F)F)C (1-{1-[1-(4-Fluoro-phenyl)-6-oxo-1,6-dihydro-pyrimidin-2-yl]-ethyl}-1-methyl-3-(3-trifluoromethyl-phenyl)-urea). Yield: 64.5%. Reaction SMILES: [F:1][C:2]1[CH:7]=[CH:6][C:5]([N:8]2[C:13](=[O:14])[CH:12]=[CH:11][N:10]=[C:9]2[CH:15]([NH:17][CH3:18])[CH3:16])=[CH:4][CH:3]=1.[F:19][C:20]([F:31])([F:30])[C:21]1[CH:22]=[C:23]([N:27]=[C:28]=[O:29])[CH:24]=[CH:25][CH:26]=1>C(Cl)(Cl)Cl>[F:1][C:2]1[CH:3]=[CH:4][C:5]([N:8]2[C:13](=[O:14])[CH:12]=[CH:11][N:10]=[C:9]2[CH:15]([N:17]([CH3:18])[C:28]([NH:27][C:23]2[CH:24]=[CH:25][CH:26]=[C:21]([C:20]([F:30])([F:31])[F:19])[CH:22]=2)=[O:29])[CH3:16])=[CH:6][CH:7]=1. Procedure details: The amine (26) (12 mg, 0.05 mmol) and 3-trifluoromethylphenyl isocyanate (7.5 L, 0.05 mmol) were dissolved in chloroform (0.2 mL) and stirred at ambient temperature. After complete conversion of the starting material by TLC analysis, the solvent was removed and the resulting residue was subjected to silica-gel column chromatography [eluent: Dichloromethane] to give the title urea (27) (14 mg, quant.) as a solid: Starting materials: C(C)OC(CC1CCC(CC1)C1=CC=C(C=C1)C(CBr)=O)=O ({4-[4-(2-bromoacetyl)-phenyl]-cyclohexyl}-acetic acid ethyl ester), [N-]=[N+]=[N-].[Na+] (NaN3), CCOC(=O)C (EtOAc), O (Water). Solvent: CC(=O)C.O (acetone water). Run at time 2 hour. Product: C(C)OC(CC1CCC(CC1)C1=CC=C(C=C1)C(CN=[N+]=[N-])=O)=O ({4-[4-(2-Azidoacetyl)-phenyl]-cyclohexyl}-acetic acid ethyl ester). The yield is 103.7%. RXN SMILES: [CH2:1]([O:3][C:4](=[O:22])[CH2:5][CH:6]1[CH2:11][CH2:10][CH:9]([C:12]2[CH:17]=[CH:16][C:15]([C:18](=[O:21])[CH2:19]Br)=[CH:14][CH:13]=2)[CH2:8][CH2:7]1)[CH3:2].[N-:23]=[N+:24]=[N-:25].[Na+].O.CCOC(C)=O>CC(C)=O.O>[CH2:1]([O:3][C:4](=[O:22])[CH2:5][CH:6]1[CH2:11][CH2:10][CH:9]([C:12]2[CH:17]=[CH:16][C:15]([C:18](=[O:21])[CH2:19][N:23]=[N+:24]=[N-:25])=[CH:14][CH:13]=2)[CH2:8][CH2:7]1)[CH3:2] |f:1.2,5.6|. Procedure: To a solution of {4-[4-(2-bromoacetyl)-phenyl]-cyclohexyl}-acetic acid ethyl ester (166 mg, 0.451 mmol) in acetone/water (4:1, v/v, 5 mL) is added NaN3 (44 mg, 0.676 mmol) and the mixture is stirred at ambient temperature for 2 h. Water (10 mL) is added and EtOAc is used to extract. The organic phase is dried with MgSO4, concentrated, and dried under high vacuum to give the title compound (154 mg): 1H NMR (400 MHz, CHLOROFORM-d) δ ppm 1.05-1.16 (m, 2H) 1.20 (t, J=7.07 Hz, 3H) 1.40-1.49 (m, 2H) 1... Starting materials: petroleum ether ethyl acetate, CO (methanol), ClC1=NC=CC(=N1)C#CC1=C(C=C(C=C1)F)CC#N (2-(2-((2-Chloropyrimidin-4-yl)ethynyl)-5-fluorophenyl)acetonitrile). The reagents and catalysts are [Pd] (Pd/C), [Pd] (Pd/C), catalyst. Solvent: C(C)(=O)OCC (ethyl acetate). Reaction conditions: time 24 hour. The product is crude product, ClC1=NC=CC(=N1)CCC1=C(C=C(C=C1)F)CC#N (2-(2-(2-(2-chloropyrimidin-4-yl)ethyl)-5-fluorophenyl)acetonitrile). Yield: 54.7%. RXN SMILES: [Cl:1][C:2]1[N:7]=[C:6]([C:8]#[C:9][C:10]2[CH:15]=[CH:14][C:13]([F:16])=[CH:12][C:11]=2[CH2:17][C:18]#[N:19])[CH:5]=[CH:4][N:3]=1.CO>C(OCC)(=O)C.[Pd]>[Cl:1][C:2]1[N:7]=[C:6]([CH2:8][CH2:9][C:10]2[CH:15]=[CH:14][C:13]([F:16])=[CH:12][C:11]=2[CH2:17][C:18]#[N:19])[CH:5]=[CH:4][N:3]=1. Procedure details: 2-(2-((2-Chloropyrimidin-4-yl)ethynyl)-5-fluorophenyl)acetonitrile (0.695 g, 2.56 mmol) is dissolved in ethyl acetate (90 ml), and 10% Pd/C (0.142 g, 0.133 mmol) are added. The suspension is hydrogenated at RT for 24 h under an H2 pressure of 40 psi in a Parr apparatus (hydrogenation apparatus). Since the reaction proceeds very sluggishly, 9 ml of methanol and further catalyst are added (10% Pd/C (0.142 g, 0.133 mmol). Over a further 28 h, 142 mg of catalyst are added three further times until c... The reactants are 2-phenylthiourea, O (water), O (water), E3, C1=C(C2=NON=C2C(=C1)[N+](=O)[O-])N[C@@H](C=O)[C@H]([C@@H]([C@@H](CO)O)O)O (2-NBDG). Run in E3. Reaction conditions: time 3 hour. Yields the product O=C[C@H](O)[C@@H](O)[C@H](O)[C@H](O)CO (Glucose). RXN SMILES: C1C=C([N+]([O-])=O)C2C(=NON=2)C=1N[C@H:14]([C@@H:17]([OH:24])[C@H:18]([OH:23])[C@H:19]([OH:22])[CH2:20][OH:21])[CH:15]=[O:16].[OH2:25]>>[O:21]=[CH:20][C@@H:19]([C@H:18]([C@@H:17]([C@@H:14]([CH2:15][OH:16])[OH:25])[OH:24])[OH:23])[OH:22]. Procedure details: At 72 hpf, larvae were placed into a 96-well plate (6 eggs/well in 200 μL E3 water supplemented with 0.2 mM 2-phenylthiourea; Sigma). Drug of interest was added for h. The solution was then replaced with E3 water supplemented with 600 μM 2-NBDG and incubated for 3 h. The larva were washed with E3 water and anesthetized with 0.02% tricaine-supplemented E3 water. One larva was then placed on a chamber slide, containing 3% methylcellulose in E3 water, for fluorescent microscopy (Leica DM2500 micros... Starting materials: IC (Iodomethane), C(C)(C)(C)OC(=O)N1CCC(=CC1)C1=CNC2=CC=C(C=C12)C(=O)O (3-[1-(tert-butoxycarbonyl)-1,2,3,6-tetrahydropyridin-4-yl]-1H-indole-5-carboxylic acid), C([O-])([O-])=O.[K+].[K+] (potassium carbonate). Solvent: CN(C)C=O (DMF). Run at time 3 hour. Yields the product C(C)(C)(C)OC(=O)N1CCC(=CC1)C1=CNC2=CC=C(C=C12)C(=O)OC (methyl 3-[1-(tert-butoxycarbonyl)-1,2,3,6-tetrahydropyridin-4-yl]-1H-indole-5-carboxylate). Isolated yield 72.8%. RXN SMILES: IC.[C:3]([O:7][C:8]([N:10]1[CH2:15][CH:14]=[C:13]([C:16]2[C:24]3[C:19](=[CH:20][CH:21]=[C:22]([C:25]([OH:27])=[O:26])[CH:23]=3)[NH:18][CH:17]=2)[CH2:12][CH2:11]1)=[O:9])([CH3:6])([CH3:5])[CH3:4].[C:28](=O)([O-])[O-].[K+].[K+]>CN(C=O)C>[C:3]([O:7][C:8]([N:10]1[CH2:11][CH:12]=[C:13]([C:16]2[C:24]3[C:19](=[CH:20][CH:21]=[C:22]([C:25]([O:27][CH3:28])=[O:26])[CH:23]=3)[NH:18][CH:17]=2)[CH2:14][CH2:15]1)=[O:9])([CH3:6])([CH3:4])[CH3:5] |f:2.3.4|. Procedure details: Iodomethane (1.22 mL, 19.63 mmol) was added in one portion to 3-[1-(tert-butoxycarbonyl)-1,2,3,6-tetrahydropyridin-4-yl]-1H-indole-5-carboxylic acid (6.72 g, 19.63 mmol) and potassium carbonate (3.26 g, 23.55 mmol) in DMF (60 mL) at ambient temperature. The resulting mixture was stirred at ambient temperature for 3 hours then quenched in water (200 mL) and extracted with MTBE (2×100 mL). The extract was washed sequentially with water (3×100 mL) and saturated brine, dried over MgSO4 and concentra... The reactants are FC1=C(C=CC(=C1)F)O (2,4-difluorophenol), O1CCCC=C1 (3,4-dihydro-2H-pyran), [OH-].[Na+] (sodium hydroxide). The reagents and catalysts are polyphosphoric acid. Run at temperature 0 celsius, time 16 hour. Yields the product FC1=C(OC2OCCCC2)C=CC(=C1)F (2-(2,4-Difluorophenoxy)tetrahydro-2H-pyran). Reaction SMILES: [F:1][C:2]1[CH:7]=[C:6]([F:8])[CH:5]=[CH:4][C:3]=1[OH:9].[O:10]1[CH:15]=[CH:14][CH2:13][CH2:12][CH2:11]1.[OH-].[Na+]>>[F:1][C:2]1[CH:7]=[C:6]([F:8])[CH:5]=[CH:4][C:3]=1[O:9][CH:11]1[CH2:12][CH2:13][CH2:14][CH2:15][O:10]1 |f:2.3|. Procedure: 260.2 g (2.0 mol) of 2,4-difluorophenol and 252.4 g (3.0 mol) of 3,4-dihydro-2H-pyran are introduced into a 750 ml sulfation flask and cooled to 0° C. One drop of polyphosphoric acid is carefully added to the solution, and the mixture is stirred for a further 16 hours at 0° to 5° C. (check using GC and TLC). The mixture is then reduced alkaline using a little powdered sodium hydroxide. The product is distilled at 119°-120° C. in vacuo (22 mbar). 377 g (88% of theory) of a clear, colourless liqui... Starting materials: FC=1C=C(C(=O)CNC2=C(C=CC(=C2)OC)C2CC=3C=CC(=CC3CC2)OC(C(C)(C)C)=O)C=CC1O (pivalic acid 6-{2-[(3-fluoro-4-hydroxybenzoyl)methylamino]-4-methoxyphenyl}-5,6,7,8-tetrahydronaphthalen-2-yl ester), ClCC(=O)N1CCC(CC1)C (2-chloro-1-(4-methylpiperidin-1-yl)ethanone). The product is FC=1C=C(CCNC2=C(C=CC(=C2)OC)C2CC=3C=CC(=CC3CC2)O)C=CC1OCCN1CCC(CC1)C (6-{2-{{3-Fluoro-4-[2-(4-methylpiperidin-1-yl)ethoxy]benzyl}methylamino}-4-methoxyphenyl}-5,6,7,8-tetrahydronaphthalen-2-ol). The yield is 17.6%. Reaction SMILES: [F:1][C:2]1[CH:3]=[C:4]([CH:34]=[CH:35][C:36]=1[OH:37])[C:5]([CH2:7][NH:8][C:9]1[CH:14]=[C:13]([O:15][CH3:16])[CH:12]=[CH:11][C:10]=1[CH:17]1[CH2:26][CH2:25][C:24]2[CH:23]=[C:22]([O:27]C(=O)C(C)(C)C)[CH:21]=[CH:20][C:19]=2[CH2:18]1)=O.Cl[CH2:39][C:40]([N:42]1[CH2:47][CH2:46][CH:45]([CH3:48])[CH2:44][CH2:43]1)=O>>[F:1][C:2]1[CH:3]=[C:4]([CH:34]=[CH:35][C:36]=1[O:37][CH2:39][CH2:40][N:42]1[CH2:47][CH2:46][CH:45]([CH3:48])[CH2:44][CH2:43]1)[CH2:5][CH2:7][NH:8][C:9]1[CH:14]=[C:13]([O:15][CH3:16])[CH:12]=[CH:11][C:10]=1[CH:17]1[CH2:26][CH2:25][C:24]2[CH:23]=[C:22]([OH:27])[CH:21]=[CH:20][C:19]=2[CH2:18]1. Reported procedure: Synthesized from pivalic acid 6-{2-[(3-fluoro-4-hydroxybenzoyl)methylamino]-4-methoxyphenyl}-5,6,7,8-tetrahydronaphthalen-2-yl ester (20 mg) and 2-chloro-1-(4-methylpiperidin-1-yl)ethanone (14 mg) according to an analogous synthetic method to Example 404 and purified by LC-MS, the title compound (3.7 mg) was obtained.